The task is: describe an organic reaction: reactants, conditions, products, and yield. This data is from the Open Reaction Database (ORD), a public repository of structured organic reaction records. Yield: 84.0%. Yields the product OC=1C=C2C=CC(=CC2=CC1)C(P(O)(=S)O)P(O)(=O)O (6-Hydroxy-2-naphthylthiomethanediphosphonic Acid). As a reaction SMILES: [OH:1][C:2]1[CH:3]=[C:4]2[C:9](=[CH:10][CH:11]=1)[CH:8]=[C:7]([CH:12]([P:21]([O:26]CC)(=[O:25])[O:22]CC)[P:13]([O:18]CC)(=[S:17])[O:14]CC)[CH:6]=[CH:5]2.C[Si](Br)(C)C>>[OH:1][C:2]1[CH:3]=[C:4]2[C:9](=[CH:10][CH:11]=1)[CH:8]=[C:7]([CH:12]([P:21]([OH:26])(=[O:22])[OH:25])[P:13]([OH:14])(=[S:17])[OH:18])[CH:6]=[CH:5]2. The reactants are OC=1C=C2C=CC(=CC2=CC1)C(P(OCC)(=S)OCC)P(OCC)(=O)OCC (tetraethyl 6-hydroxy-2-naphthylthiomethanediphosphonate), C[Si](C)(C)Br (trimethylsilyl bromide). Procedure: Following the same method as in Example 2, 7.15 g (15 mmol) of the tetraethyl 6-hydroxy-2-naphthylthiomethanediphosphonate obtained in Example 5 was treated with trimethylsilyl bromide, and then hydrolyzed to obtain 4.21 g of the title compound as white crystals. The reactants are P(=O)(OCCCCCCCCCCCCCCCCCC)([O-])[O-] (stearyl phosphate), [N+](=O)([O-])[O-].[Ca+2].[N+](=O)([O-])[O-] (calcium nitrate), calcium ion, P(=O)(OCCCCCCCCCCCCCCCCCC)([O-])[O-] (stearyl phosphate), [OH-].[Na+] (sodium hydroxide). Run in O (Water), O (water). Conditions: temperature 70 celsius, time 60 minute. Yields the product P(=O)(OCCCCCCCCCCCCCCCCCC)([O-])[O-].[Ca+2] (calcium stearyl phosphate). As a reaction SMILES: [P:1]([O-:23])([O-:22])([O:3][CH2:4][CH2:5][CH2:6][CH2:7][CH2:8][CH2:9][CH2:10][CH2:11][CH2:12][CH2:13][CH2:14][CH2:15][CH2:16][CH2:17][CH2:18][CH2:19][CH2:20][CH3:21])=[O:2].[OH-].[Na+].[N+]([O-])([O-])=O.[Ca+2:30].[N+]([O-])([O-])=O>O>[P:1]([O-:22])([O-:23])([O:3][CH2:4][CH2:5][CH2:6][CH2:7][CH2:8][CH2:9][CH2:10][CH2:11][CH2:12][CH2:13][CH2:14][CH2:15][CH2:16][CH2:17][CH2:18][CH2:19][CH2:20][CH3:21])=[O:2].[Ca+2:30] |f:1.2,3.4.5,7.8|. Procedure: Water (17 L) was added to stearyl phosphate (molar ratio of diester/monoester=1/7.7; acid value, 278.6 mg KOH/g) (1 kg) while heating at 70° C., whereby the stearyl phosphate was dispersed uniformly. An aqueous solution of sodium hydroxide (500 g/L) (398 ml) was dropwise added to the mixture while keeping the said temperature. When the addition was finished, the mixture showed a pH of about 11. Further, stirring was continued at 70° C. for 60 minutes. An aqueous solution of calcium nitrate (200 ... Reactants: ClCCCSC1=C(C(=NC=C1)CSC1=CC=NC=C1)C (4-(3-chloropropylthio)-3-methyl-2-[(4-pyridinylthio)methyl]pyridine), SC1=CC=NC=C1 (4-mercaptopyridine), [OH-].[Na+] (sodium hydroxide). Product: CC=1C(=NC=CC1SCCCSC1=CC=NC=C1)CSC1=CC=NC=C1 (3-Methyl-2-[(4-pyridinylthio)methyl]-4-[5-(4-pyridinyl)-1,5-dithiapentyl]pyridine). The yield is 69.0%. Reaction SMILES: Cl[CH2:2][CH2:3][CH2:4][S:5][C:6]1[CH:11]=[CH:10][N:9]=[C:8]([CH2:12][S:13][C:14]2[CH:19]=[CH:18][N:17]=[CH:16][CH:15]=2)[C:7]=1[CH3:20].[SH:21][C:22]1[CH:27]=[CH:26][N:25]=[CH:24][CH:23]=1.[OH-].[Na+]>>[CH3:20][C:7]1[C:8]([CH2:12][S:13][C:14]2[CH:19]=[CH:18][N:17]=[CH:16][CH:15]=2)=[N:9][CH:10]=[CH:11][C:6]=1[S:5][CH2:4][CH2:3][CH2:2][S:21][C:22]1[CH:27]=[CH:26][N:25]=[CH:24][CH:23]=1 |f:2.3|. Procedure: According to the procedure indicated in Example 5, reaction of 4-(3-chloropropylthio)-3-methyl-2-[(4-pyridinylthio)methyl]pyridine with 4-mercaptopyridine and sodium hydroxide solution yields the title compound; m.p. 116-118° C.; Yield 69% of theory. Starting materials: BrC(Br)(Br)Br, O=Cc1cccc(OCc2ccccc2)c1, ClCCl, c1ccc(P(c2ccccc2)c2ccccc2)cc1. The product is BrC(Br)=Cc1cccc(OCc2ccccc2)c1. RXN SMILES: [C:20]([Br:21])([Br:22])([Br:23])[Br:24].[CH2:25]([c:26]1[cH:27][cH:28][cH:29][cH:30][cH:31]1)[O:32][c:33]1[cH:34][c:35]([CH:36]=[O:37])[cH:38][cH:39][cH:40]1.[CH2:41]([Cl:42])[Cl:43].[c:1]1([P:2]([c:3]2[cH:4][cH:5][cH:6][cH:7][cH:8]2)[c:9]2[cH:10][cH:11][cH:12][cH:13][cH:14]2)[cH:15][cH:16][cH:17][cH:18][cH:19]1>>[C:20]([Br:21])([Br:24])=[CH:36][c:35]1[cH:34][c:33]([O:32][CH2:25][c:26]2[cH:27][cH:28][cH:29][cH:30][cH:31]2)[cH:40][cH:39][cH:38]1. The reactants are COCC=1SC=NN1 (2-methoxymethyl(1,3,4)thiadiazole), Cl.NCCS (cysteamine hydrochloride), Br (hydrobromic acid). Yields the product S1C(=NN=C1)CSCCN (2-(2-(1,3,4)thiadiazolylmethythio)ethylamine). RXN SMILES: CO[CH2:3][C:4]1[S:5][CH:6]=[N:7][N:8]=1.Cl.[NH2:10][CH2:11][CH2:12][SH:13].Br>>[S:5]1[CH:6]=[N:7][N:8]=[C:4]1[CH2:3][S:13][CH2:12][CH2:11][NH2:10] |f:1.2|. Reported procedure: Equimolar quantities of 2-methoxymethyl(1,3,4)thiadiazole and cysteamine hydrochloride were refluxed under nitrogen for 42 hours in a three-fold excess of hydrobromic acid (48%). The mixture was evaporated to dryness and the residue was dissolved in water. The solution was adjusted to pH 11 by the addition of IRA 400(OH-) and applied to a column of CG50(H+) which was eluted with dilute acetic acid. The eluate was evaporated to give 2-(2-(1,3,4)thiadiazolylmethythio)ethylamine as an oil. Starting materials: ClCCl, CNN, O=C1CCCN1CCON1C(=O)c2ccccc2C1=O. The product is NOCCN1CCCC1=O. As a reaction SMILES: [CH2:24]([Cl:25])[Cl:26].[CH3:21][NH:22][NH2:23].[O:1]=[C:2]1[N:3]([CH2:7][CH2:8][O:9][N:10]2[C:11](=[O:12])[c:13]3[c:14]([cH:15][cH:16][cH:17][cH:18]3)[C:19]2=[O:20])[CH2:4][CH2:5][CH2:6]1>>[O:1]=[C:2]1[N:3]([CH2:7][CH2:8][O:9][NH2:10])[CH2:4][CH2:5][CH2:6]1. Reactants: CC(=O)O, CCC1CCc2cc(O)ccc2C1, O=[N+]([O-])O. The product is CCC1CCc2cc(O)c([N+](=O)[O-])cc2C1. As a reaction SMILES: [C:18]([OH:19])(=[O:20])[CH3:21].[CH2:5]([CH3:6])[CH:7]1[CH2:8][c:9]2[cH:10][cH:11][c:12]([OH:17])[cH:13][c:14]2[CH2:15][CH2:16]1.[OH:1][N+:2]([O-:3])=[O:4]>>[O-:1][N+:2](=[O:4])[c:11]1[cH:10][c:9]2[c:14]([cH:13][c:12]1[OH:17])[CH2:15][CH2:16][CH:7]([CH2:5][CH3:6])[CH2:8]2.